This data is from the Open Reaction Database (ORD), a public repository of structured organic reaction records. The task is: describe an organic reaction: reactants, conditions, products, and yield The reactants are product, COC1=C(C=CC=C1)S (2-methoxybenzenethiol), ClC1=C(C=O)C=CC(=C1)F (2-chloro-4-fluorobenzaldehyde). Yields the product ClC1=C(C=O)C=CC(=C1)SC1=C(C=CC=C1)OC (2-Chloro-4-(2-methoxyphenylthio)benzaldehyde). As a reaction SMILES: [CH3:1][O:2][C:3]1[CH:8]=[CH:7][CH:6]=[CH:5][C:4]=1[SH:9].[Cl:10][C:11]1[CH:18]=[C:17](F)[CH:16]=[CH:15][C:12]=1[CH:13]=[O:14]>>[Cl:10][C:11]1[CH:18]=[C:17]([S:9][C:4]2[CH:5]=[CH:6][CH:7]=[CH:8][C:3]=2[O:2][CH3:1])[CH:16]=[CH:15][C:12]=1[CH:13]=[O:14]. Reported procedure: The target product (5.50 g) was obtained as a colorless oil by reacting 2-methoxybenzenethiol (2.80 g) and 2-chloro-4-fluorobenzaldehyde (3.17 g) based on the same experiment operations as in Reference Example 1 of WO 03029205 pamphlet. Starting materials: C1(=CC=CC2=CC=CC=C12)C(=O)Cl (naphthalene-1-carbonyl chloride), [Al+3].[Cl-].[Cl-].[Cl-] (AlCl3), C(C)OC(=O)C=1NC2=CC=CC=C2C1 (1H-indole-2-carboxylic acid ethyl ester). Run in ClCCCl (1,2-dichloroethane), ClCCCl (1,2-dichloroethane). The product is C(C)OC(=O)C=1NC2=CC=CC=C2C1C(=O)C1=CC=CC2=CC=CC=C12 (3-(naphthalene-1-carbonyl)-1H-indole-2-carboxylic acid ethyl ester). As a reaction SMILES: [C:1]1([C:11](Cl)=[O:12])[C:10]2[C:5](=[CH:6][CH:7]=[CH:8][CH:9]=2)[CH:4]=[CH:3][CH:2]=1.[Al+3].[Cl-].[Cl-].[Cl-].[CH2:18]([O:20][C:21]([C:23]1[NH:24][C:25]2[C:30]([CH:31]=1)=[CH:29][CH:28]=[CH:27][CH:26]=2)=[O:22])[CH3:19]>ClCCCl>[CH2:18]([O:20][C:21]([C:23]1[NH:24][C:25]2[C:30]([C:31]=1[C:11]([C:1]1[C:10]3[C:5](=[CH:6][CH:7]=[CH:8][CH:9]=3)[CH:4]=[CH:3][CH:2]=1)=[O:12])=[CH:29][CH:28]=[CH:27][CH:26]=2)=[O:22])[CH3:19] |f:1.2.3.4|. Procedure: 1. To a solution of naphthalene-1-carbonyl chloride (3.43 g) and AlCl3 (2.40 g) in 1,2-dichloroethane (7 ml) was added at 0° C. a solution of 1H-indole-2-carboxylic acid ethyl ester (1.70 g) in 1,2-dichloroethane (7 ml) and the mixture was heated at reflux temperature for 2 h. The mixture was partitioned between ice cold water and AcOEt, the organic layer was washed with aqueous Na2CO3, dried and evaporated. The residue was chromatographed on silica (n-heptane/AcOEt, 5:1) to give 3-(naphthalene-... Reactants: CCOC(=O)C (EtOAc), FC1=C(C=C(C=N1)C(C)N1CCOCC1)B1OC(C(O1)(C)C)(C)C (4-(1-(6-fluoro-5-(4,4,5,5-tetramethyl-1,3,2-dioxaborolan-2-yl)pyridin-3-yl)ethyl)morpholine), ClC1=C2N=CN(C2=NC(=N1)C)C1OCCCC1 (6-chloro-2-methyl-9-(tetrahydro-2H-pyran-2-yl)-9H-purine), C(C)(=O)[O-].[K+] (potassium acetate). Run in hexanes, CC(C)O.C(Cl)(Cl)Cl (IPA CHCl3), O1CCOCC1 (1,4-dioxane), O (water). Conditions: temperature 100 celsius. The product is FC1=C(C=C(C=N1)C(C)N1CCOCC1)C1=C2N=CN(C2=NC(=N1)C)C1OCCCC1 (4-(1-(6-fluoro-5-(2-methyl-9-(tetrahydro-2H-pyran-2-yl)-9H-purin-6-yl)pyridin-3-yl)ethyl)morpholine). The yield is 55.0%. As a reaction SMILES: [F:1][C:2]1[N:7]=[CH:6][C:5]([CH:8]([N:10]2[CH2:15][CH2:14][O:13][CH2:12][CH2:11]2)[CH3:9])=[CH:4][C:3]=1B1OC(C)(C)C(C)(C)O1.Cl[C:26]1[N:34]=[C:33]([CH3:35])[N:32]=[C:31]2[C:27]=1[N:28]=[CH:29][N:30]2[CH:36]1[CH2:41][CH2:40][CH2:39][CH2:38][O:37]1.C([O-])(=O)C.[K+].CCOC(C)=O>O1CCOCC1.O.CC(O)C.C(Cl)(Cl)Cl>[F:1][C:2]1[N:7]=[CH:6][C:5]([CH:8]([N:10]2[CH2:11][CH2:12][O:13][CH2:14][CH2:15]2)[CH3:9])=[CH:4][C:3]=1[C:26]1[N:34]=[C:33]([CH3:35])[N:32]=[C:31]2[C:27]=1[N:28]=[CH:29][N:30]2[CH:36]1[CH2:41][CH2:40][CH2:39][CH2:38][O:37]1 |f:2.3,7.8|. Procedure details: To a 5 mL microwave reaction tube was added 4-(1-(6-fluoro-5-(4,4,5,5-tetramethyl-1,3,2-dioxaborolan-2-yl)pyridin-3-yl)ethyl)morpholine (0.523 g, 1.55 mmol), 6-chloro-2-methyl-9-(tetrahydro-2H-pyran-2-yl)-9H-purine (Example 3, 0.322 g, 1.28 mmol), Am-Phos (Aldrich, 0.0531 g, 0.075 mmol) and potassium acetate (Aldrich, 0.379 g, 3.87 mmol) in 1,4-dioxane (4 mL) and water (0.4 mL). The mixture was degassed by bubbling argon through for 5 min. The tube was heated in a microwave reactor (Biotage) at ... Starting materials: CC(C)(C)O, COC(=O)C(C)n1ccc2c(NC(=O)C(C)c3ccc(Cl)cc3)cccc2c1=O, Cl, [Li+], [OH-], O. Yields the product CC(C(=O)Nc1cccc2c(=O)n(C(C)C(=O)O)ccc12)c1ccc(Cl)cc1. Reaction SMILES: [C:32]([OH:33])([CH3:34])([CH3:35])[CH3:36].[Cl:1][c:2]1[cH:3][cH:4][c:5]([CH:8]([C:9](=[O:10])[NH:11][c:12]2[c:13]3[cH:14][cH:15][n:16]([CH:23]([C:24](=[O:25])[O:26][CH3:27])[CH3:28])[c:17](=[O:22])[c:18]3[cH:19][cH:20][cH:21]2)[CH3:29])[cH:6][cH:7]1.[ClH:38].[Li+:30].[OH-:31].[OH2:37]>>[Cl:1][c:2]1[cH:3][cH:4][c:5]([CH:8]([C:9](=[O:10])[NH:11][c:12]2[c:13]3[cH:14][cH:15][n:16]([CH:23]([C:24](=[O:25])[OH:26])[CH3:28])[c:17](=[O:22])[c:18]3[cH:19][cH:20][cH:21]2)[CH3:29])[cH:6][cH:7]1.